From a dataset of the Open Reaction Database (ORD), a public repository of structured organic reaction records. describe an organic reaction: reactants, conditions, products, and yield Starting materials: CS(=O)(=O)c1ccc(Br)cc1, O=C([O-])[O-], COc1ccnc2c1ccc1c(OC)ccnc12, CS(C)=O, Cl, [Cu]I, [K+], [K+], O, N#Cc1c[nH]c(=O)cc1O. Product: CS(=O)(=O)c1ccc(-n2cc(C#N)c(O)cc2=O)cc1. RXN SMILES: [Br:11][c:12]1[cH:13][cH:14][c:15]([S:18](=[O:19])(=[O:20])[CH3:21])[cH:16][cH:17]1.[C:40](=[O:41])([O-:42])[O-:43].[CH3:22][O:23][c:24]1[c:25]2[c:26]([c:27]3[c:28]([cH:29][cH:30]2)[c:31]([O:32][CH3:33])[cH:34][cH:35][n:36]3)[n:37][cH:38][cH:39]1.[CH3:47][S:48]([CH3:49])=[O:50].[ClH:46].[Cu:51][I:52].[K+:44].[K+:45].[OH2:53].[OH:1][c:2]1[c:3]([C:9]#[N:10])[cH:4][nH:5][c:6](=[O:8])[cH:7]1>>[OH:1][c:2]1[c:3]([C:9]#[N:10])[cH:4][n:5](-[c:12]2[cH:13][cH:14][c:15]([S:18](=[O:19])(=[O:20])[CH3:21])[cH:16][cH:17]2)[c:6](=[O:8])[cH:7]1.